This data is from the Open Reaction Database (ORD), a public repository of structured organic reaction records. The task is: describe an organic reaction: reactants, conditions, products, and yield Starting materials: ClC1=C(C=C(C=C1)O)SC (4-chloro-3-methylmercaptophenol), ClC=1C=C(C=CC1Cl)C(F)(F)F (3,4-dichlorobenzotrifluoride), [OH-].[Na+] (sodium hydroxide). Solvent: CS(=O)C (dimethyl sulphoxide). The product is ClC1=C(OC=2C=C(C(=CC2)Cl)SC)C=CC(=C1)C(F)(F)F (3-(2'-chloro-4-trifluoromethylphenoxy)-6-chlorothioanisole). Isolated yield 80.1%. As a reaction SMILES: [Cl:1][C:2]1[CH:7]=[CH:6][C:5]([OH:8])=[CH:4][C:3]=1[S:9][CH3:10].[Cl:11][C:12]1[CH:13]=[C:14]([C:19]([F:22])([F:21])[F:20])[CH:15]=[CH:16][C:17]=1Cl.[OH-].[Na+]>CS(C)=O>[Cl:11][C:12]1[CH:13]=[C:14]([C:19]([F:20])([F:21])[F:22])[CH:15]=[CH:16][C:17]=1[O:8][C:5]1[CH:4]=[C:3]([S:9][CH3:10])[C:2]([Cl:1])=[CH:7][CH:6]=1 |f:2.3|. Procedure: 50 g of 4-chloro-3-methylmercaptophenol, 62 g of 3,4-dichlorobenzotrifluoride and 12 g of sodium hydroxide are stirred in 150 ml of dimethyl sulphoxide for 6 hours at 142° C. The reaction mixture is then poured onto ice and extracted with toluene. Distillation of the organic phase yields 81 g of 3-(2'-chloro-4-trifluoromethylphenoxy)-6-chlorothioanisole with a boiling point of 158° C./0.4 mbar. The product is CON(S(=O)(=O)NC(=O)Oc1ccccc1)S(=O)(=O)N(C)C. Reaction SMILES: [CH2:33]1[O:34][CH2:35][CH2:36][CH2:37]1.[CH3:27][CH2:28][CH2:29][CH2:30][CH2:31][CH3:32].[CH3:3][N:4]([S:5](=[O:6])(=[O:7])[NH:8][O:9][CH3:10])[CH3:11].[Cl:12][S:13](=[O:14])(=[O:15])[NH:16][C:17]([O:18][c:19]1[cH:20][cH:21][cH:22][cH:23][cH:24]1)=[O:25].[ClH:26].[H-:1].[Na+:2].[OH2:38]>>[CH3:3][N:4]([S:5](=[O:6])(=[O:7])[N:8]([O:9][CH3:10])[S:13](=[O:14])(=[O:15])[NH:16][C:17]([O:18][c:19]1[cH:20][cH:21][cH:22][cH:23][cH:24]1)=[O:25])[CH3:11]. The reactants are C1CCOC1, CCCCCC, CONS(=O)(=O)N(C)C, O=C(NS(=O)(=O)Cl)Oc1ccccc1, Cl, [H-], [Na+], O. The reactants are ClC1=C(C(=O)C2=C(C=CC=C2)Cl)C=CC(=C1Cl)OC (2,3-dichloro-4-methoxy-2'-chlorobenzophenone), [Al+3].[Cl-].[Cl-].[Cl-] (AlCl3). Run in C1=CC=CC=C1 (benzene). Yields the product ClC1=C(C(=O)C2=C(C=CC=C2)Cl)C=CC(=C1Cl)O (2,3-dichloro-4-hydroxy-2'-chlorobenzophenone). As a reaction SMILES: [Cl:1][C:2]1[C:16]([Cl:17])=[C:15]([O:18]C)[CH:14]=[CH:13][C:3]=1[C:4]([C:6]1[CH:11]=[CH:10][CH:9]=[CH:8][C:7]=1[Cl:12])=[O:5].[Al+3].[Cl-].[Cl-].[Cl-]>C1C=CC=CC=1>[Cl:1][C:2]1[C:16]([Cl:17])=[C:15]([OH:18])[CH:14]=[CH:13][C:3]=1[C:4]([C:6]1[CH:11]=[CH:10][CH:9]=[CH:8][C:7]=1[Cl:12])=[O:5] |f:1.2.3.4|. Reported procedure: The procedure of Example 24b is repeated except that 68 g of 2,3-dichloro-4-methoxy-2'-chlorobenzophenone is combined with 58.6 g of AlCl3 in 500 ml of benzene. The resultant product is recrystallized from toluene to yield 2,3-dichloro-4-hydroxy-2'-chlorobenzophenone, mp 74°-77° C.